Dataset: the Open Reaction Database (ORD), a public repository of structured organic reaction records. Task: describe an organic reaction: reactants, conditions, products, and yield The reactants are C(=O)(O)[O-].[Na+] (NaHCO3), FC1=C(C=C2CCC(N(C2=C1)C)=O)B1OC(C(O1)(C)C)(C)C (7-fluoro-1-methyl-6-(4,4,5,5-tetramethyl-[1,3,2]dioxaborolan-2-yl)-3,4-dihydro-1H-quinolin-2-one), BrC=1C=C(C=NC1)CNC(CC)=O (N-(5-bromo-pyridin-3-ylmethyl)-propionamide), bis(triphenylphosphine)palladium (II)chloride, C(=O)([O-])[O-].[Na+].[Na+] (Na2CO3). Solvent: CCOC(=O)C (EtOAc), CN(C)C=O (DMF). Conditions: temperature 110 celsius. The product is FC1=C(C=C2CCC(N(C2=C1)C)=O)C=1C=C(C=NC1)CNC(CC)=O (N-[5-(7-Fluoro-1-methyl-2-oxo-1,2,3,4-tetrahydro-quinolin-6-yl)-pyridin-3-ylmethyl]-propionamide). Isolated yield 17.6%. Reaction SMILES: [F:1][C:2]1[CH:11]=[C:10]2[C:5]([CH2:6][CH2:7][C:8](=[O:13])[N:9]2[CH3:12])=[CH:4][C:3]=1B1OC(C)(C)C(C)(C)O1.Br[C:24]1[CH:25]=[C:26]([CH2:30][NH:31][C:32](=[O:35])[CH2:33][CH3:34])[CH:27]=[N:28][CH:29]=1.C([O-])([O-])=O.[Na+].[Na+].C([O-])(O)=O.[Na+]>CN(C=O)C.CCOC(C)=O>[F:1][C:2]1[CH:11]=[C:10]2[C:5]([CH2:6][CH2:7][C:8](=[O:13])[N:9]2[CH3:12])=[CH:4][C:3]=1[C:24]1[CH:25]=[C:26]([CH2:30][NH:31][C:32](=[O:35])[CH2:33][CH3:34])[CH:27]=[N:28][CH:29]=1 |f:2.3.4,5.6|. Reported procedure: To a mixture of 7-fluoro-1-methyl-6-(4,4,5,5-tetramethyl-[1,3,2]dioxaborolan-2-yl)-3,4-dihydro-1H-quinolin-2-one (intermediate A-22, 168 g, 0.55 mmol) and N-(5-bromo-pyridin-3-ylmethyl)-propionamide (122 mg, 0.5 mmol) in DMF (3 mL), purged with argon for 1 min, was added bis(triphenylphosphine)palladium (II)chloride (38 mg, 0.054 mmol) and 1 N aq. Na2CO3 (2.5 mL). Then, the resulting reaction mixture was heated in a microwave at 110° C. for 45 min. After cooling to room temperature, it was dilut... Starting materials: CC(=O)SCC(C)C(=O)N(CC(=O)OC(C)(C)C)C1CC1, CCOCC, COc1ccccc1, O=C(O)C(F)(F)F. The product is CC(=O)SCC(C)C(=O)N(CC(=O)O)C1CC1. As a reaction SMILES: [C:1]([CH3:2])([CH3:3])([CH3:4])[O:5][C:6]([CH2:7][N:8]([CH:9]1[CH2:10][CH2:11]1)[C:12]([CH:13]([CH2:14][S:15][C:16]([CH3:17])=[O:18])[CH3:19])=[O:20])=[O:21].[CH3:22][CH2:23][O:24][CH2:25][CH3:26].[CH3:27][O:28][c:29]1[cH:30][cH:31][cH:32][cH:33][cH:34]1.[OH:35][C:36]([C:37]([F:38])([F:39])[F:40])=[O:41]>>[O:5]=[C:6]([CH2:7][N:8]([CH:9]1[CH2:10][CH2:11]1)[C:12]([CH:13]([CH2:14][S:15][C:16]([CH3:17])=[O:18])[CH3:19])=[O:20])[OH:21]. Reactants: FC1=NC(=CC=C1OCCCCCCCC)C1=CC=C(C=C1)O (2-fluoro-6-(4-hydroxyphenyl)-3-octyloxypyridine), C1(CCCCC1)N=C=NC1CCCCC1 (dicyclohexylcarbodiimide), C(CCCC)[C@@H]1CC[C@H](CC1)C(=O)O (trans-4-pentylcyclohexanecarboxylic acid). The reagents and catalysts are CN(C)C1=CC=NC=C1 (4-(N,N-dimethylamino)pyridine). Solvent: ClCCl (dichloromethane). The product is C(CCCC)[C@@H]1CC[C@H](CC1)C(=O)OC1=CC=C(C=C1)C1=CC=C(C(=N1)F)OCCCCCCCC (4-(2-fluoro-3-octyloxypyridine-6-yl)phenyl trans-4-pentylcyclohexanecarboxylate). Isolated yield 57.4%. As a reaction SMILES: [F:1][C:2]1[C:7]([O:8][CH2:9][CH2:10][CH2:11][CH2:12][CH2:13][CH2:14][CH2:15][CH3:16])=[CH:6][CH:5]=[C:4]([C:17]2[CH:22]=[CH:21][C:20]([OH:23])=[CH:19][CH:18]=2)[N:3]=1.C1(N=C=NC2CCCCC2)CCCCC1.[CH2:39]([C@H:44]1[CH2:49][CH2:48][C@H:47]([C:50](O)=[O:51])[CH2:46][CH2:45]1)[CH2:40][CH2:41][CH2:42][CH3:43]>CN(C1C=CN=CC=1)C.ClCCl>[CH2:39]([C@H:44]1[CH2:45][CH2:46][C@H:47]([C:50]([O:23][C:20]2[CH:19]=[CH:18][C:17]([C:4]3[N:3]=[C:2]([F:1])[C:7]([O:8][CH2:9][CH2:10][CH2:11][CH2:12][CH2:13][CH2:14][CH2:15][CH3:16])=[CH:6][CH:5]=3)=[CH:22][CH:21]=2)=[O:51])[CH2:48][CH2:49]1)[CH2:40][CH2:41][CH2:42][CH3:43]. Reported procedure: 1.11 g (3.50 mmol) of 2-fluoro-6-(4-hydroxyphenyl)-3-octyloxypyridine, 0.72 g (3.50 mmol) of dicyclohexylcarbodiimide, 0.69 g (3.50 mmol) of trans-4-pentylcyclohexanecarboxylic acid and 0.02 g of 4-(N,N-dimethylamino)pyridine are stirred in 20 ml of dichloromethane at room temperature for 3 hours. After filtration of the mixture, evaporation of the filtrate to dryness, purification of the residue by chromatography (silica gel, 8:2 hexane/ethyl acetate) and recrystallization from n-hexane, 1.00 g... The reactants are O (Water), FC=1C=C(C=CC1C(NC)=O)NC(C(=O)O)(C)C (2-(3-Fluoro-4-methylcarbamoyl-phenylamino)-2-methyl-propionic acid), NC1=CC(=C(C#N)C=C1)C(F)(F)F (4-Amino-2-(trifluoromethyl)benzonitrile), CCN=C=NCCCN(C)C.Cl (EDCI HCl). Run in C(Cl)Cl (DCM). Run at time 5 minute. The product is C(#N)C1=C(C=C(C=C1)NC(=O)C(C)(C)NC1=CC(=C(C(=O)NC)C=C1)F)C(F)(F)F (4-[1-(4-Cyano-3-trifluoromethyl-phenylcarbamoyl)-1-methyl-ethylamino]-2-fluoro-N-methyl-benzamide). Isolated yield 30.8%. Reaction SMILES: [F:1][C:2]1[CH:3]=[C:4]([NH:12][C:13]([CH3:18])([CH3:17])[C:14]([OH:16])=O)[CH:5]=[CH:6][C:7]=1[C:8](=[O:11])[NH:9][CH3:10].CCN=C=NCCCN(C)C.Cl.[NH2:31][C:32]1[CH:39]=[CH:38][C:35]([C:36]#[N:37])=[C:34]([C:40]([F:43])([F:42])[F:41])[CH:33]=1.O>C(Cl)Cl>[C:36]([C:35]1[CH:38]=[CH:39][C:32]([NH:31][C:14]([C:13]([NH:12][C:4]2[CH:5]=[CH:6][C:7]([C:8]([NH:9][CH3:10])=[O:11])=[C:2]([F:1])[CH:3]=2)([CH3:18])[CH3:17])=[O:16])=[CH:33][C:34]=1[C:40]([F:41])([F:42])[F:43])#[N:37] |f:1.2|. Procedure: The title compound was made in accordance with General Method 1. 2-(3-Fluoro-4-methylcarbamoyl-phenylamino)-2-methyl-propionic acid (1.27 g) was dissolved in DCM. EDCI-HCl (1.91 g) was added to it and the reaction mixture was stirred for 5 min at RT. 4-Amino-2-(trifluoromethyl)benzonitrile (1.00 g) was added portionwise and stirring was continued for 5 h at RT. Water was added to the reaction mixture, and the product was extracted with DCM. The combined organic layer was washed with water, dried... The reactants are CCCCC([Sn])=C(CCCC)CCCC, Cc1ccccc1, ClC(Cl)Cl, COc1c(I)c(=O)c2ccc(Cl)cc2[nH]c1=O, O=C(O)CN(CCN(CC(=O)O)CC(=O)O)CC(=O)O. Product: C=Cc1c(OC)c(=O)[nH]c2cc(Cl)ccc2c1=O. Reaction SMILES: [CH2:18]([CH2:19][CH2:31][CH3:32])[C:20]([Sn:21])=[C:22]([CH2:23][CH2:24][CH2:25][CH3:26])[CH2:27][CH2:28][CH2:29][CH3:30].[CH3:57][c:58]1[cH:59][cH:60][cH:61][cH:62][cH:63]1.[CH:53]([Cl:54])([Cl:55])[Cl:56].[Cl:1][c:2]1[cH:3][cH:4][c:5]2[c:6]([nH:7][c:8](=[O:16])[c:9]([O:14][CH3:15])[c:10]([I:13])[c:11]2=[O:12])[cH:17]1.[OH:33][C:34]([CH2:35][N:36]([CH2:37][C:38](=[O:39])[OH:40])[CH2:41][CH2:42][N:43]([CH2:44][C:45](=[O:46])[OH:47])[CH2:48][C:49](=[O:50])[OH:51])=[O:52]>>[Cl:1][c:2]1[cH:3][cH:4][c:5]2[c:6]([nH:7][c:8](=[O:16])[c:9]([O:14][CH3:15])[c:10]([CH:18]=[CH2:19])[c:11]2=[O:12])[cH:17]1. The yield is 669.2%. Procedure details: The crude material of (R)-4-chloro-N-(2-(3-chloro-4-cyano-2-methylphenylamino)-3-hydroxy-3-methylbutanoyl)benzohydrazide (intermediate 15a) (230 mg, 0.53 mmol) was added to THF (50 mL) stirred at room temperature. PS-BEMP (721 mg, 1.59 mmol base) was added to the solution followed by slow addition of p-TSCl (111 mg, 0.58 mmol). The reaction mixture was stirred for 1 h and the progress of the reaction was monitored by TLC. After the completion of the reaction the BEMP reagent was filtered off and... Product: ClC1=C(C#N)C=CC(=C1C)N[C@H](C(C)(C)O)C=1OC(=NN1)C1=CC=C(C=C1)Cl ((R)-2-chloro-4-(1-(5-(4-chlorophenyl)-1,3,4-oxadiazol-2-yl)-2-hydroxy-2-methylpropylamino)-3-methylbenzonitrile). The reactants are CCN(CC)P1(=NC(C)(C)C)N(CCCN1C)C (BEMP), crude material, ClC1=CC=C(C(=O)N(N)C([C@@H](C(C)(C)O)NC2=C(C(=C(C=C2)C#N)Cl)C)=O)C=C1 ((R)-4-chloro-N-(2-(3-chloro-4-cyano-2-methylphenylamino)-3-hydroxy-3-methylbutanoyl)benzohydrazide), ClC1=CC=C(C(=O)N(N)C([C@@H](C(C)(C)O)NC2=C(C(=C(C=C2)C#N)Cl)C)=O)C=C1 ((R)-4-chloro-N-(2-(3-chloro-4-cyano-2-methylphenylamino)-3-hydroxy-3-methylbutanoyl)benzohydrazide), CCN(CC)P1(=NC(C)(C)C)N(CCCN1C)C (BEMP). Solvent: C1CCOC1 (THF). RXN SMILES: ClC1C=CC(C([N:8]([C:10](=[O:27])[C@H:11]([NH:16][C:17]2[CH:22]=[CH:21][C:20]([C:23]#[N:24])=[C:19]([Cl:25])[C:18]=2[CH3:26])[C:12]([OH:15])([CH3:14])[CH3:13])[NH2:9])=O)=CC=1.CCN(P1(N(C)CCCN1C)=N[C:37]([CH3:40])([CH3:39])[CH3:38])CC>C1COCC1>[Cl:25][C:19]1[C:18]([CH3:26])=[C:17]([NH:16][C@@H:11]([C:10]2[O:27][C:40]([C:37]3[CH:38]=[CH:20][C:19]([Cl:25])=[CH:18][CH:39]=3)=[N:9][N:8]=2)[C:12]([OH:15])([CH3:13])[CH3:14])[CH:22]=[CH:21][C:20]=1[C:23]#[N:24]. The reactants are C(C)(=O)OCC (ethyl acetate), C(#N)C=1C=CC=C2C3=C(NC12)C(N(C(=C3)C3=CC=CC=C3)CC(=O)NC(C(C(F)(F)F)O)C(C)C)=O (2-(8-cyano-1-oxo-3-phenyl-1,2-dihydropyrido[3,4-b]indol-2-yl)-N-(3,3,3-trifluoro-2-hydroxy-1-isopropylpropyl)acetamide), Cl.CN(CCCN=C=NCC)C (1-(3-dimethylaminopropyl)-3-ethylcarbodiimide hydrochloride), ClC(C(=O)O)Cl (dichloroacetic acid). Run in CS(=O)C (dimethyl sulfoxide), C1(=CC=CC=C1)C (toluene). Reaction conditions: time 2 hour. Product: C(#N)C=1C=CC=C2C3=C(NC12)C(N(C(=C3)C3=CC=CC=C3)CC(=O)NC(C(C(F)(F)F)=O)C(C)C)=O (2-(8-Cyano-1-oxo-3-phenyl-1,2-dihydropyrido[3,4-b]indol2-yl)-N-(3,3,3-trifluoro-1-isopropyl-2-oxopropyl)acetamide). Yield: 77.0%. RXN SMILES: [C:1]([C:3]1[CH:4]=[CH:5][CH:6]=[C:7]2[C:11]=1[NH:10][C:9]1[C:12](=[O:36])[N:13]([CH2:22][C:23]([NH:25][CH:26]([CH:33]([CH3:35])[CH3:34])[CH:27]([OH:32])[C:28]([F:31])([F:30])[F:29])=[O:24])[C:14]([C:16]3[CH:21]=[CH:20][CH:19]=[CH:18][CH:17]=3)=[CH:15][C:8]2=1)#[N:2].Cl.CN(C)CCCN=C=NCC.ClC(Cl)C(O)=O.C(OCC)(=O)C>CS(C)=O.C1(C)C=CC=CC=1>[C:1]([C:3]1[CH:4]=[CH:5][CH:6]=[C:7]2[C:11]=1[NH:10][C:9]1[C:12](=[O:36])[N:13]([CH2:22][C:23]([NH:25][CH:26]([CH:33]([CH3:34])[CH3:35])[C:27](=[O:32])[C:28]([F:30])([F:29])[F:31])=[O:24])[C:14]([C:16]3[CH:17]=[CH:18][CH:19]=[CH:20][CH:21]=3)=[CH:15][C:8]2=1)#[N:2] |f:1.2|. Procedure: To a solution of 2-(8-cyano-1-oxo-3-phenyl-1,2-dihydropyrido[3,4-b]indol-2-yl)-N-(3,3,3-trifluoro-2-hydroxy-1-isopropylpropyl)acetamide (0.3 g) in dimethyl sulfoxide (2 mL) and toluene (2 mL) was added 1-(3-dimethylaminopropyl)-3-ethylcarbodiimide hydrochloride (1.4 g) and dichloroacetic acid (0.23 mL), and the resulting solution was allowed to stir for 2 hours. The mixture was poured into ethyl acetate and was washed (1N hydrochloric acid, H2O), dried, and evaporated. The resulting material was...